This data is from the Open Reaction Database (ORD), a public repository of structured organic reaction records. The task is: describe an organic reaction: reactants, conditions, products, and yield Reaction SMILES: [C:1]([CH3:2])([CH3:3])([CH3:4])[c:5]1[cH:6][cH:7][c:8]([NH:11][C:12](=[O:13])[c:14]2[c:15]([Cl:21])[n:16][n:17][c:18]([Cl:20])[cH:19]2)[cH:9][cH:10]1.[C:32](=[O:33])([OH:34])[O-:35].[CH3:22][O:23][c:24]1[n:25][cH:26][cH:27][c:28]([CH2:30][NH2:31])[cH:29]1.[CH:37]([OH:38])([CH3:39])[CH3:40].[Na+:36].[OH2:41]>>[C:1]([CH3:2])([CH3:3])([CH3:4])[c:5]1[cH:6][cH:7][c:8]([NH:11][C:12](=[O:13])[c:14]2[c:15]([NH:31][CH2:30][c:28]3[cH:27][cH:26][n:25][c:24]([O:23][CH3:22])[cH:29]3)[n:16][n:17][c:18]([Cl:20])[cH:19]2)[cH:9][cH:10]1. The product is COc1cc(CNc2nnc(Cl)cc2C(=O)Nc2ccc(C(C)(C)C)cc2)ccn1. Starting materials: CC(C)(C)c1ccc(NC(=O)c2cc(Cl)nnc2Cl)cc1, O=C([O-])O, COc1cc(CN)ccn1, CC(C)O, [Na+], O. The reactants are ClC1=C(C=CC(=N1)C(=O)OC)C=O (Methyl 6-chloro-5-formyl-2-pyridincarboxylate), C1CN2CCN1CC2 (DABCO), C(C=C)#N (acrylonitrile). Run in C(C)OCC (diethyl ether). The product is ClC1=C(C=CC(=N1)C(=O)OC)C(C(=C)C#N)O (Methyl 6-chloro-5-(2-cyano-1-hydroxyallyl)2-pyridinecarboxylate). As a reaction SMILES: [Cl:1][C:2]1[N:7]=[C:6]([C:8]([O:10][CH3:11])=[O:9])[CH:5]=[CH:4][C:3]=1[CH:12]=[O:13].C1N2CCN(CC2)C1.[C:22](#[N:25])[CH:23]=[CH2:24]>C(OCC)C>[Cl:1][C:2]1[N:7]=[C:6]([C:8]([O:10][CH3:11])=[O:9])[CH:5]=[CH:4][C:3]=1[CH:12]([OH:13])[C:23]([C:22]#[N:25])=[CH2:24]. Reported procedure: To a mixture of Methyl 6-chloro-5-formyl-2-pyridincarboxylate (10 mmol, 1.99 g) and DABCO (10 mmol. 1.12 g) was added an acrylonitrile (60 mmol.) under neat conditions [solvent free conditions] at room temperature and the reaction progress was monitored by TLC. Upon completion of the reaction mixture (˜4-5 min.) was diluted with diethyl ether (300 ml.) and washed with water 3×50 ml. The organic layer was dried over Na2SO4 and concentrated, the residue was subjected to column chromatography over ... Starting materials: C(C)(C)(C)OC(=O)N1[C@H](CCC1)COC1=CC=C(C=C1)C(C1=CC=C(C=C1)I)=O ((R)-2-[4-(4-Iodo-benzoyl)-phenoxymethyl]-pyrrolidine-1-carboxylic acid tert-butyl ester), S1C=C(C=C1)B(O)O (thiophene-3-boronic acid), C1(=CC=CC=C1)P(C1=CC=CC=C1)C1=CC=CC=C1 (triphenyl phosphine), ice water, C([O-])([O-])=O.[K+].[K+] (potassium carbonate). Reagents/catalysts: C(C)(=O)[O-].[Pd+2].C(C)(=O)[O-] (palladium(II) acetate). The solvent is COCCOC (DME), O (water), C(C)O (ethanol). Run at time 30 minute. The product is C(C)(C)(C)OC(=O)N1[C@H](CCC1)COC1=CC=C(C=C1)C(C1=CC=C(C=C1)C1=CSC=C1)=O ((R)-2-[4-(4-Thiophen-3-yl-benzoyl)-phenoxymethyl]-pyrrolidine-1-carboxylic acid tert-butyl ester). Yield: 56.1%. Reaction SMILES: [C:1]([O:5][C:6]([N:8]1[CH2:12][CH2:11][CH2:10][C@@H:9]1[CH2:13][O:14][C:15]1[CH:20]=[CH:19][C:18]([C:21](=[O:29])[C:22]2[CH:27]=[CH:26][C:25](I)=[CH:24][CH:23]=2)=[CH:17][CH:16]=1)=[O:7])([CH3:4])([CH3:3])[CH3:2].[S:30]1[CH:34]=[CH:33][C:32](B(O)O)=[CH:31]1.C1(P(C2C=CC=CC=2)C2C=CC=CC=2)C=CC=CC=1.C(=O)([O-])[O-].[K+].[K+]>COCCOC.C([O-])(=O)C.[Pd+2].C([O-])(=O)C.O.C(O)C>[C:1]([O:5][C:6]([N:8]1[CH2:12][CH2:11][CH2:10][C@@H:9]1[CH2:13][O:14][C:15]1[CH:20]=[CH:19][C:18]([C:21](=[O:29])[C:22]2[CH:27]=[CH:26][C:25]([C:32]3[CH:33]=[CH:34][S:30][CH:31]=3)=[CH:24][CH:23]=2)=[CH:17][CH:16]=1)=[O:7])([CH3:4])([CH3:3])[CH3:2] |f:3.4.5,7.8.9|. Procedure: To a 25 mL press resistant vial which contained a suspension of (R)-2-[4-(4-Iodo-benzoyl)-phenoxymethyl]-pyrrolidine-1-carboxylic acid tert-butyl ester (250 mg, 0.5 mmol), thiophene-3-boronic acid (130 mg, 1 mmol), palladium(II) acetate (20 mg, 0.1 mmol) and triphenyl phosphine (60 mg, 0.25 mmol) in DME (10 mL) was added potassium carbonate (500 mg, 3 mmol), ethanol (1 mL) and water (1 mL) at rt. The tube was sealed and the mixture was allowed to stir at rt for 30 min and then was heated to 98° ... The reactants are CC(C)(C)OC(=O)N1CCc2nc[nH]c2CC1, C1CCOC1, O=C1CCC(=O)N1I. Yields the product CC(C)(C)OC(=O)N1CCc2nc(I)[nH]c2CC1. As a reaction SMILES: [C:1]([CH3:2])([CH3:3])([CH3:4])[O:5][C:6](=[O:7])[N:8]1[CH2:9][CH2:10][c:11]2[c:12]([n:15][cH:16][nH:17]2)[CH2:13][CH2:14]1.[CH2:26]1[O:27][CH2:28][CH2:29][CH2:30]1.[O:18]=[C:19]1[N:20]([I:25])[C:21](=[O:22])[CH2:23][CH2:24]1>>[C:1]([CH3:2])([CH3:3])([CH3:4])[O:5][C:6](=[O:7])[N:8]1[CH2:9][CH2:10][c:11]2[c:12]([nH:15][c:16]([I:25])[n:17]2)[CH2:13][CH2:14]1. Starting materials: CC(C)O, [K+], [OH-], CCOC(=O)N1CCC(Nc2nc3cccnc3n2CCO)CC1. Product: OCCn1c(NC2CCNCC2)nc2cccnc21. Reaction SMILES: [CH3:27][CH:28]([OH:29])[CH3:30].[K+:26].[OH-:25].[OH:1][CH2:2][CH2:3][n:4]1[c:5]([NH:13][CH:14]2[CH2:15][CH2:16][N:17]([C:20]([O:21][CH2:22][CH3:23])=[O:24])[CH2:18][CH2:19]2)[n:6][c:7]2[c:8]1[n:9][cH:10][cH:11][cH:12]2>>[OH:1][CH2:2][CH2:3][n:4]1[c:5]([NH:13][CH:14]2[CH2:15][CH2:16][NH:17][CH2:18][CH2:19]2)[n:6][c:7]2[c:8]1[n:9][cH:10][cH:11][cH:12]2. Yields the product C(#N)C1=C(C=NN1C(C)(C)C)C(=O)OCC (5-cyano-1-tert-butyl-1H-pyrazole-4-carboxylic acid, ethyl ester). Reaction SMILES: S(Cl)(Cl)=O.O[N:6]=[CH:7][C:8]1[N:12]([C:13]([CH3:16])([CH3:15])[CH3:14])[N:11]=[CH:10][C:9]=1[C:17]([O:19][CH2:20][CH3:21])=[O:18].O>CCOCC>[C:7]([C:8]1[N:12]([C:13]([CH3:15])([CH3:16])[CH3:14])[N:11]=[CH:10][C:9]=1[C:17]([O:19][CH2:20][CH3:21])=[O:18])#[N:6]. Starting materials: S(=O)(Cl)Cl (thionyl chloride), S(=O)(Cl)Cl (Thionyl chloride), ON=CC1=C(C=NN1C(C)(C)C)C(=O)OCC (5-(hydroxyiminomethyl)-1-tert-butyl-1H-pyrazole-4-carboxylic acid, ethyl ester), O (Water). Conditions: time 16 hour. Procedure: Thionyl chloride (6.6 ml, 0.092 mole) was added to a cold solution of 5-(hydroxyiminomethyl)-1-tert-butyl-1H-pyrazole-4-carboxylic acid, ethyl ester (11 grams, 0.046 mole) in 75 ml of ether. The solution was stirred in the cold for thirty minutes, then at room temperature for 16 hours. Water was added to the reaction mixture to neutralize the remaining thionyl chloride, then the reaction mixture was poured into a separatory funnel. The phases were separated and the organic phase was washed with ... Run in CCOCC (ether). Isolated yield 83.5%. Starting materials: CSC1=NC2(CC(c3cccc(F)c3F)Oc3ccc(Br)cc32)C(=O)N1C, CCO, N. Product: CN1C(=O)C2(CC(c3cccc(F)c3F)Oc3ccc(Br)cc32)N=C1N. Reaction SMILES: [Br:1][c:2]1[cH:3][c:4]2[c:9]([cH:10][cH:11]1)[O:8][CH:7]([c:12]1[c:13]([F:19])[c:14]([F:18])[cH:15][cH:16][cH:17]1)[CH2:6][C:5]21[N:20]=[C:21]([S:26][CH3:27])[N:22]([CH3:25])[C:23]1=[O:24].[CH3:29][CH2:30][OH:31].[NH3:28]>>[Br:1][c:2]1[cH:3][c:4]2[c:9]([cH:10][cH:11]1)[O:8][CH:7]([c:12]1[c:13]([F:19])[c:14]([F:18])[cH:15][cH:16][cH:17]1)[CH2:6][C:5]21[N:20]=[C:21]([NH2:28])[N:22]([CH3:25])[C:23]1=[O:24]. Reactants: CC(C)(C)OC(=O)n1nc(-c2ccccc2)c2cc([N+](=O)[O-])ccc21, CO, O=C[O-], [NH4+], O. Yields the product CC(C)(C)OC(=O)n1nc(-c2ccccc2)c2cc(N)ccc21. As a reaction SMILES: [C:5]([CH3:6])([CH3:7])([CH3:8])[O:9][C:10](=[O:11])[n:12]1[n:13][c:14](-[c:24]2[cH:25][cH:26][cH:27][cH:28][cH:29]2)[c:15]2[cH:16][c:17]([N+:21]([O-:22])=[O:23])[cH:18][cH:19][c:20]12.[CH3:30][OH:31].[CH:1]([O-:2])=[O:3].[NH4+:4].[OH2:32]>>[C:5]([CH3:6])([CH3:7])([CH3:8])[O:9][C:10](=[O:11])[n:12]1[n:13][c:14](-[c:24]2[cH:25][cH:26][cH:27][cH:28][cH:29]2)[c:15]2[cH:16][c:17]([NH2:21])[cH:18][cH:19][c:20]12. Starting materials: B([O-])[O-] (boronate), C(C)OC(=O)C1=NC(=CC(=C1)Cl)Cl (4,6-dichloro-pyridine-2-carboxylic acid ethyl ester), C([O-])([O-])=O.[Cs+].[Cs+] (cesium carbonate), FC1=CC=C(OC=2C=C(C=CC2)B2OC(C(O2)(C)C)(C)C)C=C1 (2-[3-(4-fluoro-phenoxy)-phenyl]-4,4,5,5-tetramethyl-[1,3,2]dioxaborolane). Reagents/catalysts: Cl[Pd]([P](C1=CC=CC=C1)(C2=CC=CC=C2)C3=CC=CC=C3)([P](C4=CC=CC=C4)(C5=CC=CC=C5)C6=CC=CC=C6)Cl (PdCl2(PPh3)2). The solvent is CCO (EtOH), O (water), COCCOC (DME). Reaction conditions: temperature 90 celsius. Product: C(C)OC(=O)C1=NC(=CC(=C1)Cl)C1=CC(=CC=C1)OC1=CC=C(C=C1)F (4-chloro-6-[3-(4-fluoro-phenoxy)-phenyl]-pyridine-2-carboxylic acid ethyl ester). RXN SMILES: [F:1][C:2]1[CH:23]=[CH:22][C:5]([O:6][C:7]2[CH:8]=[C:9](B3OC(C)(C)C(C)(C)O3)[CH:10]=[CH:11][CH:12]=2)=[CH:4][CH:3]=1.B([O-])[O-].[CH2:27]([O:29][C:30]([C:32]1[CH:37]=[C:36]([Cl:38])[CH:35]=[C:34](Cl)[N:33]=1)=[O:31])[CH3:28].C(=O)([O-])[O-].[Cs+].[Cs+]>COCCOC.Cl[Pd](Cl)([P](C1C=CC=CC=1)(C1C=CC=CC=1)C1C=CC=CC=1)[P](C1C=CC=CC=1)(C1C=CC=CC=1)C1C=CC=CC=1.O.CCO>[CH2:27]([O:29][C:30]([C:32]1[CH:37]=[C:36]([Cl:38])[CH:35]=[C:34]([C:9]2[CH:10]=[CH:11][CH:12]=[C:7]([O:6][C:5]3[CH:4]=[CH:3][C:2]([F:1])=[CH:23][CH:22]=3)[CH:8]=2)[N:33]=1)=[O:31])[CH3:28] |f:3.4.5,^1:54,73|. Reported procedure: In a 50-ml vial with a screw-top septum, 2-[3-(4-fluoro-phenoxy)-phenyl]-4,4,5,5-tetramethyl-[1,3,2]dioxaborolane (0.500 g, 1.59 mmol) was dissolved in 6 ml DME, 3 ml EtOH, and 6 ml water. The boronate was then treated with one equivalent of 4,6-dichloro-pyridine-2-carboxylic acid ethyl ester (Anichem), PdCl2(PPh3)2 (0.078 g, 0.11 mmol), and cesium carbonate (1.04 g, 3.18 mmol). The vial was purged with argon and heated to 90° C. for 10 hours, at which time the reaction was complete. The reactio...